From a dataset of the Open Reaction Database (ORD), a public repository of structured organic reaction records. describe an organic reaction: reactants, conditions, products, and yield Reactants: CC1(C(C1(C)C)C(=O)O)C (2,2,3,3-tetramethylcyclopropane carboxylic acid), C([O-])([O-])=O.[K+].[K+] (potassium carbonate), C(#N)C(C1=CC(=CC=C1)OC1=CC=CC=C1)Br (alpha-cyano-3-phenoxybenzyl bromide). Reagents/catalysts: [Br-].C(CCC)[N+](CCCC)(CCCC)CCCC (tetrabutylammonium bromide). Solvent: C1(=CC=CC=C1)C (toluene). Conditions: temperature 25 celsius, time 5 hour. The product is CC1(C(C1(C)C)C(=O)OC(C1=CC(=CC=C1)OC1=CC=CC=C1)C#N)C (alpha-cyano-3-phenoxybenzyl 2,2,3,3-tetramethylcyclopropane carboxylate). RXN SMILES: [CH3:1][C:2]1([CH3:10])[C:4]([CH3:6])([CH3:5])[CH:3]1[C:7]([OH:9])=[O:8].C(=O)([O-])[O-].[K+].[K+].[C:17]([CH:19](Br)[C:20]1[CH:25]=[CH:24][CH:23]=[C:22]([O:26][C:27]2[CH:32]=[CH:31][CH:30]=[CH:29][CH:28]=2)[CH:21]=1)#[N:18]>[Br-].C([N+](CCCC)(CCCC)CCCC)CCC.C1(C)C=CC=CC=1>[CH3:1][C:2]1([CH3:10])[C:4]([CH3:6])([CH3:5])[CH:3]1[C:7]([O:9][CH:19]([C:17]#[N:18])[C:20]1[CH:25]=[CH:24][CH:23]=[C:22]([O:26][C:27]2[CH:28]=[CH:29][CH:30]=[CH:31][CH:32]=2)[CH:21]=1)=[O:8] |f:1.2.3,5.6|. Reported procedure: A mixture of 2,2,3,3-tetramethylcyclopropane carboxylic acid (7.8g, 0.055M), potassium carbonate (3.8g, 0.0275M) water (40 mls), tetrabutylammonium bromide (1.5g, 10 mole %), alpha-cyano-3-phenoxybenzyl bromide (14.4g, 0.05 mole) and toluene (50 ml) was stirred at 25° C for 5 hours. The aqueous phase was separated and the toluene layer washed twice with 5% potassium carbonate solution and twice with water. The solution was filtered through a pad of silica-gel (3g) and evaporated to leave a pale-... The reactants are N[C@@H]1CC[C@@H]([C@@H](C1)NC(OCC[Si](C)(C)C)=O)N1C([C@H](CC1)NC(=O)OCC1=CC=CC=C1)=O (2-(trimethylsilyl)ethyl (1R,2S,5R)-5-amino-2-((S)-3-benzyloxycarbonylamino-2-oxopyrrolidin-1-yl)cyclohexylcarbamate), C(C)(C)(C)C=1C(C(C=C(C1)C(C)(C)C)=O)=O (3,5-di-tert-butyl-1,2-benzoquinone), C1CCOC1 (THF), C(C(=O)O)(=O)O (oxalic acid). Solvent: CO (methanol), O (water). Product: C(C1=CC=CC=C1)OC(=O)N[C@@H]1C(N(CC1)[C@@H]1[C@@H](CC(CC1)=O)NC(OCC[Si](C)(C)C)=O)=O (2-(trimethylsilyl)ethyl (1R,2S)-2-((S)-3-benzyloxycarbonylamino-2-oxopyrrolidin-1-yl)-5-oxocyclohexylcarbamate). Yield: 53.5%. Reaction SMILES: N[C@H:2]1[CH2:7][C@@H:6]([NH:8][C:9](=[O:17])[O:10][CH2:11][CH2:12][Si:13]([CH3:16])([CH3:15])[CH3:14])[C@@H:5]([N:18]2[CH2:22][CH2:21][C@H:20]([NH:23][C:24]([O:26][CH2:27][C:28]3[CH:33]=[CH:32][CH:31]=[CH:30][CH:29]=3)=[O:25])[C:19]2=[O:34])[CH2:4][CH2:3]1.C(C1C(=O)C(=[O:49])C=C(C(C)(C)C)C=1)(C)(C)C.C1COCC1.C(O)(=O)C(O)=O>CO.O>[CH2:27]([O:26][C:24]([NH:23][C@H:20]1[CH2:21][CH2:22][N:18]([C@H:5]2[CH2:4][CH2:3][C:2](=[O:49])[CH2:7][C@H:6]2[NH:8][C:9](=[O:17])[O:10][CH2:11][CH2:12][Si:13]([CH3:14])([CH3:16])[CH3:15])[C:19]1=[O:34])=[O:25])[C:28]1[CH:29]=[CH:30][CH:31]=[CH:32][CH:33]=1. Procedure details: To a solution of 2-(trimethylsilyl)ethyl (1R,2S,5R)-5-amino-2-((S)-3-benzyloxycarbonylamino-2-oxopyrrolidin-1-yl)cyclohexylcarbamate (1.03 g, 2.099 mmol) in methanol (10 ml) was added 3,5-di-tert-butyl-1,2-benzoquinone (0.555 g, 2.52 mmol). This mixture was stirred for 2 hr before THF (6 mL) and water (2 mL) were added along with oxalic acid to pH 4. This mixture was concentrated. The resulting residue was dissolved in ethyl acetate and washed with brine. The organic layer was dried (MgSO4), fil...